Dataset: the Open Reaction Database (ORD), a public repository of structured organic reaction records. Task: describe an organic reaction: reactants, conditions, products, and yield Reactants: C(CCCCCCCCCCCCCCC)(=O)Cl (palmitoyl chloride), N1N=NN=C1 (tetrazole). The product is C(CCCCCCCCCCCCCCC)(=O)N1N=NN=C1 (N-palmitoyltetrazole). As a reaction SMILES: [C:1](Cl)(=[O:17])[CH2:2][CH2:3][CH2:4][CH2:5][CH2:6][CH2:7][CH2:8][CH2:9][CH2:10][CH2:11][CH2:12][CH2:13][CH2:14][CH2:15][CH3:16].[NH:19]1[CH:23]=[N:22][N:21]=[N:20]1>>[C:1]([N:19]1[CH:23]=[N:22][N:21]=[N:20]1)(=[O:17])[CH2:2][CH2:3][CH2:4][CH2:5][CH2:6][CH2:7][CH2:8][CH2:9][CH2:10][CH2:11][CH2:12][CH2:13][CH2:14][CH2:15][CH3:16]. Procedure details: Example 2 is repeated to react palmitoyl chloride with tetrazole in a molar ratio of 1:2. Reactants: BrC1CCCc2nccnc21, [N-]=[N+]=[N-], [Na+], CN(C)C=O, O. Product: [N-]=[N+]=NC1CCCc2nccnc21. As a reaction SMILES: [Br:1][CH:2]1[c:3]2[n:4][cH:5][cH:6][n:7][c:8]2[CH2:9][CH2:10][CH2:11]1.[N-:13]=[N+:14]=[N-:15].[Na+:12].[O:17]=[CH:18][N:19]([CH3:20])[CH3:21].[OH2:16]>>[CH:2]1([N:13]=[N+:14]=[N-:15])[c:3]2[n:4][cH:5][cH:6][n:7][c:8]2[CH2:9][CH2:10][CH2:11]1. Reactants: BrC1=CN=C(N1C)C (5-bromo-1,2-dimethyl-1H-imidazole), ClC1=C(C(=CC=C1F)OC)[C@@H](C)C1=CNC2=NC=C(C=C21)B2OC(C(O2)(C)C)(C)C (3-[(S)-1-(2-chloro-3-fluoro-6-methoxy-phenyl)-ethyl]-5-(4,4,5,5-tetramethyl-[1,3,2]dioxaborolan-2-yl)-1H-pyrrolo[2,3-b]pyridine), C([O-])([O-])=O.[K+].[K+] (potassium carbonate), ClCCl (dichloromethane). The reagents and catalysts are C1=CC=C(C=C1)P([C-]2C=CC=C2)C3=CC=CC=C3.C1=CC=C(C=C1)P([C-]2C=CC=C2)C3=CC=CC=C3.Cl[Pd]Cl.[Fe+2] (1,1′-bis(diphenylphosphino)ferrocenepalladium(II) dichloride). Run in O1CCOCC1 (dioxane). Run at temperature 100 celsius. Yields the product ClC1=C(C(=CC=C1F)OC)[C@@H](C)C1=CNC2=NC=C(C=C21)C2=CN=C(N2C)C (3-[(1S)-1-(2-chloro-3-fluoro-6-methoxyphenyl)ethyl]-5-(1,2-dimethyl-1H-imidazol-5-yl)-1H-pyrrolo[2,3-b]pyridine). As a reaction SMILES: Br[C:2]1[N:6]([CH3:7])[C:5]([CH3:8])=[N:4][CH:3]=1.[Cl:9][C:10]1[C:15]([F:16])=[CH:14][CH:13]=[C:12]([O:17][CH3:18])[C:11]=1[C@H:19]([C:21]1[C:29]2[C:24](=[N:25][CH:26]=[C:27](B3OC(C)(C)C(C)(C)O3)[CH:28]=2)[NH:23][CH:22]=1)[CH3:20].C(=O)([O-])[O-].[K+].[K+].ClCCl>C1C=CC(P(C2C=CC=CC=2)[C-]2C=CC=C2)=CC=1.C1C=CC(P(C2C=CC=CC=2)[C-]2C=CC=C2)=CC=1.Cl[Pd]Cl.[Fe+2].O1CCOCC1>[Cl:9][C:10]1[C:15]([F:16])=[CH:14][CH:13]=[C:12]([O:17][CH3:18])[C:11]=1[C@H:19]([C:21]1[C:29]2[C:24](=[N:25][CH:26]=[C:27]([C:2]3[N:6]([CH3:7])[C:5]([CH3:8])=[N:4][CH:3]=3)[CH:28]=2)[NH:23][CH:22]=1)[CH3:20] |f:2.3.4,6.7.8.9|. Procedure details: A solution of 5-bromo-1,2-dimethyl-1H-imidazole (0.0183 g, 0.104 mmol), 3-[(S)-1-(2-chloro-3-fluoro-6-methoxy-phenyl)-ethyl]-5-(4,4,5,5-tetramethyl-[1,3,2]dioxaborolan-2-yl)-1H-pyrrolo[2,3-b]pyridine (0.030 g, 0.070 mmol), potassium carbonate (0.0289 g, 0.209 mmol) and 1,1′-bis(diphenylphosphino)ferrocenepalladium(II) dichloride, dichloromethane (2.84 mg, 0.00348 mmol) in previously degassed 4:1 dioxane:water (1.50 mL) was evacuated and charged with N2 (2×) and heated under microwave conditions ... Reactants: O=C(Cl)C(Oc1ccc(Cl)cc1)(C(F)(F)F)C(F)(F)F, N. Product: NC(=O)C(Oc1ccc(Cl)cc1)(C(F)(F)F)C(F)(F)F. Reaction SMILES: [Cl:2][c:3]1[cH:4][cH:5][c:6]([O:7][C:8]([C:9](=[O:10])[Cl:11])([C:12]([F:13])([F:14])[F:15])[C:16]([F:17])([F:18])[F:19])[cH:20][cH:21]1.[NH3:1]>>[NH2:1][C:9]([C:8]([O:7][c:6]1[cH:5][cH:4][c:3]([Cl:2])[cH:21][cH:20]1)([C:12]([F:13])([F:14])[F:15])[C:16]([F:17])([F:18])[F:19])=[O:10]. Reactants: C(C)(C)OC=1C=C(C=C(C1)C(F)(F)F)N (3-isopropoxy-5-(trifluoromethyl)benzenamine), CC1=C(C(=CC=C1)C)N1C[C@](CC1=O)(C(=O)O)C(C)C ((R)-1-(2,6-dimethylphenyl)-3-isopropyl-5-oxopyrrolidine-3-carboxylic acid), CS(=O)(=O)Cl (methanesulfonyl chloride), C(C)(C)N(CC)C(C)C (diisopropylethylamine). Run in C1CCOC1 (THF). Conditions: temperature 0 celsius, time 15 minute. Yields the product CC1=C(C(=CC=C1)C)N1C[C@](CC1=O)(C(=O)NC1=CC(=CC(=C1)C(F)(F)F)OC(C)C)C(C)C ((R)-1-(2,6-dimethylphenyl)-N-(3-isopropoxy-5-(trifluoromethyl)phenyl)-3-isopropyl-5-oxopyrrolidine-3-carboxamide). Reaction SMILES: [CH3:1][C:2]1[CH:7]=[CH:6][CH:5]=[C:4]([CH3:8])[C:3]=1[N:9]1[C:13](=[O:14])[CH2:12][C@:11]([CH:18]([CH3:20])[CH3:19])([C:15](O)=[O:16])[CH2:10]1.CS(Cl)(=O)=O.C(N(C(C)C)CC)(C)C.[CH:35]([O:38][C:39]1[CH:40]=[C:41]([NH2:49])[CH:42]=[C:43]([C:45]([F:48])([F:47])[F:46])[CH:44]=1)([CH3:37])[CH3:36]>C1COCC1>[CH3:1][C:2]1[CH:7]=[CH:6][CH:5]=[C:4]([CH3:8])[C:3]=1[N:9]1[C:13](=[O:14])[CH2:12][C@:11]([CH:18]([CH3:19])[CH3:20])([C:15]([NH:49][C:41]2[CH:42]=[C:43]([C:45]([F:47])([F:48])[F:46])[CH:44]=[C:39]([O:38][CH:35]([CH3:37])[CH3:36])[CH:40]=2)=[O:16])[CH2:10]1. Procedure: To a solution of (R)-1-(2,6-dimethylphenyl)-3-isopropyl-5-oxopyrrolidine-3-carboxylic acid (25 mg, 0.091 mmol) and methanesulfonyl chloride (9 μL, 0.12 mmol) in THF (0.9 mL) at 0° C. was added diisopropylethylamine (0.047 mL, 0.27 mmol). The solution was stirred 15 min at 0° C., warmed to ambient temperature, and 3-isopropoxy-5-(trifluoromethyl)benzenamine (39 mg, 0.18 mmol) was subsequently added and the solution was heated at 55° C. overnight. The following day, the reaction mixture was purifi...